From a dataset of the Open Reaction Database (ORD), a public repository of structured organic reaction records. describe an organic reaction: reactants, conditions, products, and yield The reactants are CC=1C=C(C2=C(N(C(O2)=O)CC(=O)OC(C)(C)C)C1)C (tert-Butyl (5,7-dimethyl-2-oxo-1,3-benzoxazol-3(2H)-yl)acetate), C1(=CC=CC=C1)C (Toluene). The solvent is C(Cl)Cl (CH2Cl2), C(F)(F)(F)C(=O)O (CF3CO2H). Product: CC=1C=C(C2=C(N(C(O2)=O)CC(=O)O)C1)C ((5,7-Dimethyl-2-oxo-1,3-benzoxazol-3(2H)-yl)acetic acid). Reaction SMILES: [CH3:1][C:2]1[CH:3]=[C:4]([CH3:20])[C:5]2[O:9][C:8](=[O:10])[N:7]([CH2:11][C:12]([O:14]C(C)(C)C)=[O:13])[C:6]=2[CH:19]=1.C1(C)C=CC=CC=1>C(Cl)Cl.C(C(O)=O)(F)(F)F>[CH3:1][C:2]1[CH:3]=[C:4]([CH3:20])[C:5]2[O:9][C:8](=[O:10])[N:7]([CH2:11][C:12]([OH:14])=[O:13])[C:6]=2[CH:19]=1. Procedure: A solution of the tert-butyl (5,7-dimethyl-2-oxo-1,3-benzoxazol-3(2H)-yl)acetate from Step B in CH2Cl2 (0.7 mL) and CF3CO2H (0.3 mL) was stood at ambient temperature for 2 h. Toluene (5 mL) was added and the mixture was conc. in vacuo to give the title compound as a dark solid. MS: m/z=222 (M+1). Reactants: O=C([O-])[O-], [Cl-], [Cs+], [Cs+], BrCc1ccc(I)cc1, [NH4+], CN(C)C=O, CCOC(=O)c1cnn(-c2cccc(-c3ccccc3O)n2)c1C(F)(F)F. Yields the product CCOC(=O)c1cnn(-c2cccc(-c3ccccc3OCc3ccc(I)cc3)n2)c1C(F)(F)F. RXN SMILES: [C:37](=[O:38])([O-:39])[O-:40].[Cl-:43].[Cs+:41].[Cs+:42].[I:28][c:29]1[cH:30][cH:31][c:32]([CH2:33][Br:34])[cH:35][cH:36]1.[NH4+:44].[O:45]=[CH:46][N:47]([CH3:48])[CH3:49].[OH:1][c:2]1[c:3](-[c:8]2[cH:9][cH:10][cH:11][c:12](-[n:14]3[n:15][cH:16][c:17]([C:23](=[O:24])[O:25][CH2:26][CH3:27])[c:18]3[C:19]([F:20])([F:21])[F:22])[n:13]2)[cH:4][cH:5][cH:6][cH:7]1>>[O:1]([c:2]1[c:3](-[c:8]2[cH:9][cH:10][cH:11][c:12](-[n:14]3[n:15][cH:16][c:17]([C:23](=[O:24])[O:25][CH2:26][CH3:27])[c:18]3[C:19]([F:20])([F:21])[F:22])[n:13]2)[cH:4][cH:5][cH:6][cH:7]1)[CH2:33][c:32]1[cH:31][cH:30][c:29]([I:28])[cH:36][cH:35]1.